This data is from the Open Reaction Database (ORD), a public repository of structured organic reaction records. The task is: describe an organic reaction: reactants, conditions, products, and yield Starting materials: N1CCCC1 (Pyrrolidine), OC1=C(C=C(C=C1)OC)C(C)=O (2'-hydroxy-5'-methoxyacetophenone), C(C1=CC=CC=C1)(=O)N1CCC(CC1)=O (1-benzoyl-4-piperidone). Solvent: CO (methanol). Conditions: time 10 minute. Product: C(C1=CC=CC=C1)(=O)N1CCC2(CC1)OC1=C(C(C2)=O)C=C(C=C1)OC (1'-Benzoyl-3,4-dihydro-6-methoxy-spiro[(2H)-1-benzopyran-2,4'-piperidine]-4-one). Yield: 84.1%. RXN SMILES: N1CCCC1.[OH:6][C:7]1[CH:12]=[CH:11][C:10]([O:13][CH3:14])=[CH:9][C:8]=1[C:15](=[O:17])[CH3:16].[C:18]([N:26]1[CH2:31][CH2:30][C:29](=O)[CH2:28][CH2:27]1)(=[O:25])[C:19]1[CH:24]=[CH:23][CH:22]=[CH:21][CH:20]=1>CO>[C:18]([N:26]1[CH2:31][CH2:30][C:29]2([CH2:16][C:15](=[O:17])[C:8]3[CH:9]=[C:10]([O:13][CH3:14])[CH:11]=[CH:12][C:7]=3[O:6]2)[CH2:28][CH2:27]1)(=[O:25])[C:19]1[CH:24]=[CH:23][CH:22]=[CH:21][CH:20]=1. Procedure: Pyrrolidine (8.35 ml, 7.11 g, 0.1 mol) was added to a suspension of 2'-hydroxy-5'-methoxyacetophenone (16.62 g, 0.1 mol) in methanol (100 ml). The mixture was stirred for 10 minutes, then 1-benzoyl-4-piperidone (20.32 g, 0.1 mol) was added and the mixture was heated under reflux for 7 hr. The mixture was cooled and the solvent was evaporated under reduced pressure. Water (400 ml) was added and the mixture was extracted with ethyl acetate (3×400 ml). The combined organic fractions were evaporated... The reactants are CSc1nc(Cl)c(C#N)c(N2CCC(c3ccccc3)CC2)n1, [H-], [Na+], C1CCOC1, OCC(F)(F)F. Product: CSc1nc(OCC(F)(F)F)c(C#N)c(N2CCC(c3ccccc3)CC2)n1. Reaction SMILES: [Cl:9][c:10]1[n:11][c:12]([S:30][CH3:31])[n:13][c:14]([N:18]2[CH2:19][CH2:20][CH:21]([c:24]3[cH:25][cH:26][cH:27][cH:28][cH:29]3)[CH2:22][CH2:23]2)[c:15]1[C:16]#[N:17].[H-:7].[Na+:8].[O:32]1[CH2:33][CH2:34][CH2:35][CH2:36]1.[OH:1][CH2:2][C:3]([F:4])([F:5])[F:6]>>[O:1]([CH2:2][C:3]([F:4])([F:5])[F:6])[c:10]1[n:11][c:12]([S:30][CH3:31])[n:13][c:14]([N:18]2[CH2:19][CH2:20][CH:21]([c:24]3[cH:25][cH:26][cH:27][cH:28][cH:29]3)[CH2:22][CH2:23]2)[c:15]1[C:16]#[N:17].